This data is from the Open Reaction Database (ORD), a public repository of structured organic reaction records. The task is: describe an organic reaction: reactants, conditions, products, and yield Reactants: NN=CC1=CC=C(C(=O)N[C@H](C(=O)NCCCOCC(=O)OCCCC)C)C=C1 (butyl (S)-[3-[2-[4-(aminoiminomethyl)benzoylamino]propionylamino]propoxy]acetate), Cl (hydrochloric acid). Yields the product Cl.NN=CC1=CC=C(C(=O)N[C@H](C(=O)NCCCOCC(=O)O)C)C=C1 ((S)-[3-[2-[4-(aminoimino-methyl) benzoylamino]propionylamino]propoxy]acetic acid hydrochloride). RXN SMILES: [NH2:1][N:2]=[CH:3][C:4]1[CH:29]=[CH:28][C:7]([C:8]([NH:10][C@@H:11]([CH3:27])[C:12]([NH:14][CH2:15][CH2:16][CH2:17][O:18][CH2:19][C:20]([O:22]CCCC)=[O:21])=[O:13])=[O:9])=[CH:6][CH:5]=1.[ClH:30]>>[ClH:30].[NH2:1][N:2]=[CH:3][C:4]1[CH:5]=[CH:6][C:7]([C:8]([NH:10][C@@H:11]([CH3:27])[C:12]([NH:14][CH2:15][CH2:16][CH2:17][O:18][CH2:19][C:20]([OH:22])=[O:21])=[O:13])=[O:9])=[CH:28][CH:29]=1 |f:2.3|. Procedure: 416 mg of butyl (S)-[3-[2-[4-(aminoiminomethyl)benzoylamino]propionylamino]propoxy]acetate are stirred at 20° C. in 8.3 ml of 25 percent hydrochloric acid. The solution is evaporated and the residue is evaporated with water. From THF there are obtained 211 mg of (S)-[3-[2-[4-(aminoimino-methyl) benzoylamino]propionylamino]propoxy]acetic acid hydrochloride as the hydrate (1:1), m.p. 89°-90° C., [α]20D =+23.4° (c=0.5 in methanol). Procedure details: Similar procedure as described in example 273 was used, starting from (1-chloro-6-methoxy-isoquinolin-3-yl)-(5-methyl-1H-pyrazol-3-yl)-amine and 3-chloro-phenylamine to give N1-(3-chloro-phenyl)-6-methoxy-N3-(5-methyl-1H-pyrazol-3-yl)-isoquinoline-1,3-diamine. LC-MS m/e 380(MH+). The reactants are ClC1=NC(=CC2=CC(=CC=C12)OC)NC1=NNC(=C1)C ((1-chloro-6-methoxy-isoquinolin-3-yl)-(5-methyl-1H-pyrazol-3-yl)-amine), ClC=1C=C(C=CC1)N (3-chloro-phenylamine). The product is ClC=1C=C(C=CC1)NC1=NC(=CC2=CC(=CC=C12)OC)NC1=NNC(=C1)C (N1-(3-chloro-phenyl)-6-methoxy-N3-(5-methyl-1H-pyrazol-3-yl)-isoquinoline-1,3-diamine). As a reaction SMILES: Cl[C:2]1[C:11]2[C:6](=[CH:7][C:8]([O:12][CH3:13])=[CH:9][CH:10]=2)[CH:5]=[C:4]([NH:14][C:15]2[CH:19]=[C:18]([CH3:20])[NH:17][N:16]=2)[N:3]=1.[Cl:21][C:22]1[CH:23]=[C:24]([NH2:28])[CH:25]=[CH:26][CH:27]=1>>[Cl:21][C:22]1[CH:23]=[C:24]([NH:28][C:2]2[C:11]3[C:6](=[CH:7][C:8]([O:12][CH3:13])=[CH:9][CH:10]=3)[CH:5]=[C:4]([NH:14][C:15]3[CH:19]=[C:18]([CH3:20])[NH:17][N:16]=3)[N:3]=2)[CH:25]=[CH:26][CH:27]=1.